From a dataset of the Open Reaction Database (ORD), a public repository of structured organic reaction records. describe an organic reaction: reactants, conditions, products, and yield Reactants: CCc1[nH]nc(C(N)=O)c1[N+](=O)[O-], CS(=O)(=O)OC1CN(C(c2ccccc2)c2ccccc2)C1, [I-], [Na+], [Na+], [Na+], O=C([O-])[O-], C1CCOC1, O. Yields the product CCc1c([N+](=O)[O-])c(C(N)=O)nn1C1CN(C(c2ccccc2)c2ccccc2)C1. RXN SMILES: [CH2:1]([CH3:2])[c:3]1[c:4]([N+:11](=[O:12])[O-:13])[c:5]([C:8](=[O:9])[NH2:10])[n:6][nH:7]1.[CH3:22][S:23]([O:24][CH:27]1[CH2:28][N:29]([CH:31]([c:32]2[cH:33][cH:34][cH:35][cH:36][cH:37]2)[c:38]2[cH:39][cH:40][cH:41][cH:42][cH:43]2)[CH2:30]1)(=[O:25])=[O:26].[I-:21].[Na+:14].[Na+:15].[Na+:20].[O-:16][C:17](=[O:18])[O-:19].[O:44]1[CH2:45][CH2:46][CH2:47][CH2:48]1.[OH2:49]>>[CH2:1]([CH3:2])[c:3]1[c:4]([N+:11](=[O:12])[O-:13])[c:5]([C:8](=[O:9])[NH2:10])[n:6][n:7]1[CH:27]1[CH2:28][N:29]([CH:31]([c:32]2[cH:33][cH:34][cH:35][cH:36][cH:37]2)[c:38]2[cH:39][cH:40][cH:41][cH:42][cH:43]2)[CH2:30]1.